Dataset: the Open Reaction Database (ORD), a public repository of structured organic reaction records. Task: describe an organic reaction: reactants, conditions, products, and yield The reactants are O (water), C(=O)([O-])[O-].[K+].[K+] (K2CO3), ClC1=CC(NN=C1)=O (5-Chloro-pyridazin-3-one), CNC(=O)C=1C=C(C=CC1)B(O)O (3-(N-Methylaminocarbonyl)phenyl boronic acid). Reagents/catalysts: C=1C=CC(=CC1)[P](C=2C=CC=CC2)(C=3C=CC=CC3)[Pd]([P](C=4C=CC=CC4)(C=5C=CC=CC5)C=6C=CC=CC6)([P](C=7C=CC=CC7)(C=8C=CC=CC8)C=9C=CC=CC9)[P](C=1C=CC=CC1)(C=1C=CC=CC1)C=1C=CC=CC1 (Pd(PPh3)4). Run in CCO (EtOH), O1CCOCC1 (dioxane), CCOC(=O)C.O (EtOAc H2O). The product is CNC(C1=CC(=CC=C1)C=1C=NNC(C1)=O)=O (N-Methyl-3-(6-oxo-1,6-dihydro-pyridazin-4-yl)-benzamide). As a reaction SMILES: Cl[C:2]1[CH:7]=[N:6][NH:5][C:4](=[O:8])[CH:3]=1.[CH3:9][NH:10][C:11]([C:13]1[CH:14]=[C:15](B(O)O)[CH:16]=[CH:17][CH:18]=1)=[O:12].O.C([O-])([O-])=O.[K+].[K+]>O1CCOCC1.CCOC(C)=O.O.C1C=CC([P]([Pd]([P](C2C=CC=CC=2)(C2C=CC=CC=2)C2C=CC=CC=2)([P](C2C=CC=CC=2)(C2C=CC=CC=2)C2C=CC=CC=2)[P](C2C=CC=CC=2)(C2C=CC=CC=2)C2C=CC=CC=2)(C2C=CC=CC=2)C2C=CC=CC=2)=CC=1.CCO>[CH3:9][NH:10][C:11](=[O:12])[C:13]1[CH:14]=[CH:15][CH:16]=[C:17]([C:2]2[CH:7]=[N:6][NH:5][C:4](=[O:8])[CH:3]=2)[CH:18]=1 |f:3.4.5,7.8,^1:45,47,66,85|. Procedure: 5-Chloro-pyridazin-3-one (1 eq, 5.06 mmol, 660 mg) and 3-(N-Methylaminocarbonyl)phenyl boronic acid (1.1 eq, 5.56 mmol, 996 mg) are dissolved in dioxane (4 ml), water (2 ml) and EtOH (2 ml) and K2CO3 (2 eq, 10.1 mmol, 1.40 g) is added. Pd(PPh3)4 (0.1 eq, 0.5 mmol, 584 mg) is then added and the reaction mixture is heated using microwave radiation at 140° C. for 20 min. The reaction mixture is diluted with EtOAc/H2O and filtered. The organic layer is then separated and the aqueous layer is extract... Reaction conditions: time 1 hour. Starting materials: C(C)(C)(C)OC(N(C)CCNC(=O)NC1=C(C=C(C=C1)C=1C=C2C(=NC1)NC=C2C2=C(C=CC=C2)OC)C(N(C)C)=O)=O ([2-(3-{2-dimethylcarbamoyl-4-[3-(2-methoxy-phenyl)-1H-pyrrolo[2,3-b]pyridin-5-yl]-phenyl}-ureido)-ethyl]-methyl-carbamic acid tert-butyl ester). Yields the product COC1=C(C=CC=C1)C1=CNC2=NC=C(C=C21)C=2C=CC(=C(C(=O)N(C)C)C2)NC(=O)NCCNC (5-[3-(2-methoxy-phenyl)-1H-pyrrolo[2,3-b]pyridin-5-yl]-N,N-dimethyl-2-[3-(2-methylamino-ethyl)-ureido]-benzamide). Procedure: [2-(3-{2-dimethylcarbamoyl-4-[3-(2-methoxy-phenyl)-1H-pyrrolo[2,3-b]pyridin-5-yl]-phenyl}-ureido)-ethyl]-methyl-carbamic acid tert-butyl ester (61 mg, 0.103 mmol) was dissolved in 5% trifluoroacetic acid in dichloromethane (15 mL). The mixture was stirred at room temperature for 1 hour. The mixture was concentrated and the residue was purified by preparative HPLC to give 13 mg (26%) of (5-[3-(2-methoxy-phenyl)-1H-pyrrolo[2,3-b]pyridin-5-yl]-N,N-dimethyl-2-[3-(2-methylamino-ethyl)-ureido]-benzami... The solvent is FC(C(=O)O)(F)F (trifluoroacetic acid), ClCCl (dichloromethane). RXN SMILES: C(O[C:6](=O)[N:7]([CH2:9][CH2:10][NH:11][C:12]([NH:14][C:15]1[CH:20]=[CH:19][C:18]([C:21]2[CH:22]=[C:23]3[C:29]([C:30]4[CH:35]=[CH:34][CH:33]=[CH:32][C:31]=4[O:36][CH3:37])=[CH:28][NH:27][C:24]3=[N:25][CH:26]=2)=[CH:17][C:16]=1[C:38](=[O:42])[N:39]([CH3:41])[CH3:40])=[O:13])C)(C)(C)C>FC(F)(F)C(O)=O.ClCCl>[CH3:37][O:36][C:31]1[CH:32]=[CH:33][CH:34]=[CH:35][C:30]=1[C:29]1[C:23]2[C:24](=[N:25][CH:26]=[C:21]([C:18]3[CH:19]=[CH:20][C:15]([NH:14][C:12]([NH:11][CH2:10][CH2:9][NH:7][CH3:6])=[O:13])=[C:16]([CH:17]=3)[C:38]([N:39]([CH3:41])[CH3:40])=[O:42])[CH:22]=2)[NH:27][CH:28]=1. The reactants are OS(=O)(=O)[O-].[K+] (KHSO4), O[C@]1(C(=C)OC2=CC=CC=C2)CC[C@H]2[C@@H]3CCC4=CC(CC[C@]4(C)C3=CC[C@]12C)=O (17α-hydroxy-20-phenoxypregna-4,9(11),20-trien-3-one), P(=O)([O-])([O-])[O-].[K+].[K+].[K+] (potassium phosphate), CC(=O)C (acetone), OOS(=O)[O-].[K+] (OXONE). Reagents/catalysts: [Br-].C(CCC)[N+](CCCC)(CCCC)CCCC (Tetra n-butylammonium bromide). The solvent is C(Cl)Cl (methylene chloride), O (water). Run at temperature 15 celsius. Product: O[C@]1(C(COC(C)=O)=O)CC[C@H]2[C@@H]3CCC4=CC(CC[C@]4(C)C3=CC[C@]12C)=O (17α-hydroxy-21 -acetoxy-pregna-4,9(11)-diene-3,20-dione). As a reaction SMILES: [OH:1][C@:2]1([C@:28]2([CH3:29])[C@H:14]([C@H:15]3[C:25](=[CH:26][CH2:27]2)[C@:23]2([CH3:24])[C:18](=[CH:19][C:20](=[O:30])[CH2:21][CH2:22]2)[CH2:17][CH2:16]3)[CH2:13][CH2:12]1)[C:3]([O:5]C1C=CC=CC=1)=[CH2:4].P([O-])([O-])([O-])=O.[K+].[K+].[K+].OOS([O-])=O.[K+].[OH:45]S([O-])(=O)=O.[K+].C[C:52]([CH3:54])=[O:53]>[Br-].C([N+](CCCC)(CCCC)CCCC)CCC.O.C(Cl)Cl>[OH:1][C@:2]1([C@:28]2([CH3:29])[C@H:14]([C@H:15]3[C:25](=[CH:26][CH2:27]2)[C@:23]2([CH3:24])[C:18](=[CH:19][C:20](=[O:30])[CH2:21][CH2:22]2)[CH2:17][CH2:16]3)[CH2:13][CH2:12]1)[C:3](=[O:4])[CH2:5][O:53][C:52](=[O:45])[CH3:54] |f:1.2.3.4,5.6,7.8,10.11|. Reported procedure: 17α-hydroxy-20-phenoxypregna-4,9(11),20-trien-3-one (4.05 grams, 10 mmoles) is slurried in a 250 ml round bottom flask, in an aqueous pH 8 potassium phosphate buffer (20 ml, 0.05M in PO4≡) prepared as in Example 1. Tetra n-butylammonium bromide (0.64 grams, 2.0 mmole), acetone (20 ml), methylene chloride (40 ml) are added and the mixture cooled to 15° C. 18.42 grams, 30 mmoles of OXONE® (2KHSO5.KHSO4.K2SO4) is dissolved in 62 ml of water filtered and placed in an addition funnel. The OXONE solut... Reactants: BrBr (bromine), C(C)(C)C1=C(C=C2CC(C(C2=C1)=O)C)OC1=C(C(=C(C(=C1F)F)F)F)F (6-isopropyl-2-methyl-5-(pentafluorophenoxy)indan-1-one), [Al+3].[Cl-].[Cl-].[Cl-] (AlCl3). Solvent: ClCCl (dichloromethane), ClCCl (dichloromethane), [O-]S(=O)[O-].[Na+].[Na+] (Na2SO3). Run at temperature 0 celsius, time 0.5 hour. Yields the product BrC1=C2CC(C(C2=CC(=C1OC1=C(C(=C(C(=C1F)F)F)F)F)C(C)C)=O)C (4-Bromo-6-isopropyl-2-methyl-5-(pentafluorophenoxy)indan-1-one). Reaction SMILES: [Al+3].[Cl-].[Cl-].[Cl-].[CH:5]([C:8]1[CH:16]=[C:15]2[C:11]([CH2:12][CH:13]([CH3:18])[C:14]2=[O:17])=[CH:10][C:9]=1[O:19][C:20]1[C:25]([F:26])=[C:24]([F:27])[C:23]([F:28])=[C:22]([F:29])[C:21]=1[F:30])([CH3:7])[CH3:6].[Br:31]Br>ClCCl.[O-]S([O-])=O.[Na+].[Na+]>[Br:31][C:10]1[C:9]([O:19][C:20]2[C:21]([F:30])=[C:22]([F:29])[C:23]([F:28])=[C:24]([F:27])[C:25]=2[F:26])=[C:8]([CH:5]([CH3:6])[CH3:7])[CH:16]=[C:15]2[C:11]=1[CH2:12][CH:13]([CH3:18])[C:14]2=[O:17] |f:0.1.2.3,7.8.9|. Procedure: To a suspension of 17.5 g (131 mmol) of AlCl3 in 28 ml of dichloromethane cooled to −20° C. a solution of 32.4 g (87.5 mmol) of 6-isopropyl-2-methyl-5-(pentafluorophenoxy)indan-1-one in 46 ml of dichloromethane was added dropwise. Further on, this solution was warmed to 0° C., and 4.80 ml (96.0 mmol) of bromine was added dropwise by vigorous stirring for 0.5 h. This mixture was stirred for 24 h at room temperature and then poured in cold aqueous Na2SO3 to remove an excess of bromine. The product...